Task: describe an organic reaction: reactants, conditions, products, and yield. Dataset: the Open Reaction Database (ORD), a public repository of structured organic reaction records Starting materials: Cc1c2n(c3ccccc13)C(=O)N(Cc1ncn(C(c3ccccc3)(c3ccccc3)c3ccccc3)c1C)CC2, CC(=O)O, O. Yields the product Cc1[nH]cnc1CN1CCc2c(C)c3ccccc3n2C1=O. RXN SMILES: [CH3:1][c:2]1[c:3]2[n:4]([c:5]3[cH:6][cH:7][cH:8][cH:9][c:10]13)[C:11](=[O:41])[N:12]([CH2:15][c:16]1[n:17][cH:18][n:19]([C:22]([c:23]3[cH:24][cH:25][cH:26][cH:27][cH:28]3)([c:29]3[cH:30][cH:31][cH:32][cH:33][cH:34]3)[c:35]3[cH:36][cH:37][cH:38][cH:39][cH:40]3)[c:20]1[CH3:21])[CH2:13][CH2:14]2.[CH3:42][C:43](=[O:44])[OH:45].[OH2:46]>>[CH3:1][c:2]1[c:3]2[n:4]([c:5]3[cH:6][cH:7][cH:8][cH:9][c:10]13)[C:11](=[O:41])[N:12]([CH2:15][c:16]1[n:17][cH:18][nH:19][c:20]1[CH3:21])[CH2:13][CH2:14]2. Starting materials: C(CCCCCCCCCCCCCC)C=1NC2=CC=C(C=C2C1)C(=O)O (2-(n-pentadecyl)indole-5-carboxylic acid), Cl (hydrochloric acid), CO (methanol). The solvent is C(C)OCC (diethyl ether), O1CCCC1 (tetrahydrofuran). The product is C(CCCCCCCCCCCCCC)C=1NC2=CC=C(C=C2C1)C(=O)OC (methyl 2-(n-pentadecyl)indole-5-carboxylate). Reaction SMILES: [CH2:1]([C:16]1[NH:17][C:18]2[C:23]([CH:24]=1)=[CH:22][C:21]([C:25]([OH:27])=[O:26])=[CH:20][CH:19]=2)[CH2:2][CH2:3][CH2:4][CH2:5][CH2:6][CH2:7][CH2:8][CH2:9][CH2:10][CH2:11][CH2:12][CH2:13][CH2:14][CH3:15].Cl.[CH3:29]O>C(OCC)C.O1CCCC1>[CH2:1]([C:16]1[NH:17][C:18]2[C:23]([CH:24]=1)=[CH:22][C:21]([C:25]([O:27][CH3:29])=[O:26])=[CH:20][CH:19]=2)[CH2:2][CH2:3][CH2:4][CH2:5][CH2:6][CH2:7][CH2:8][CH2:9][CH2:10][CH2:11][CH2:12][CH2:13][CH2:14][CH3:15]. Reported procedure: A solution of 2-(n-pentadecyl)indole-5-carboxylic acid (15.0 g) in methanol (100 ml) containing aqueous hydrochloric acid (10 ml, of strength 36.5% w/v) was refluxed for 5 hours. After cooling, the mixture was dissolved in a mixture of diethyl ether and tetrahydrofuran (1:1). The solution was washed with water (2×50 ml), dried over sodium sulphate, evaporated in vacuo, and the residue was recrystallised from methanol to give methyl 2-(n-pentadecyl)indole-5-carboxylate (12.2 g), in the form of an... Starting materials: O1C=2OC3=CC=CC=C3C(C21)=O (2,3-epoxychromone), ice water, N1=CNC2=C1C=CC=C2 (Benzimidazole), C1CCC2=NCCCN2CC1 (DBU). The solvent is CN(C=O)C (dimethylformamide), C(C)#N (acetonitrile). Conditions: time 1 hour. Yields the product N1=C(NC2=C1C=CC=C2)C2=COC1=CC=CC=C1C2=O (3-benzimidazolylchromone). Isolated yield 46.0%. As a reaction SMILES: [N:1]1[C:5]2[CH:6]=[CH:7][CH:8]=[CH:9][C:4]=2[NH:3][CH:2]=1.C1CCN2C(=NCCC2)CC1.O1[C:31]2[C:30](=[O:32])[C:29]3[C:24](=[CH:25][CH:26]=[CH:27][CH:28]=3)[O:23][C:22]1=2>C(#N)C.CN(C)C=O>[N:1]1[C:5]2[CH:6]=[CH:7][CH:8]=[CH:9][C:4]=2[NH:3][C:2]=1[C:31]1[C:30](=[O:32])[C:29]2[C:24](=[CH:25][CH:26]=[CH:27][CH:28]=2)[O:23][CH:22]=1. Reported procedure: Benzimidazole (472 mg) and DBU (608 mg) were dissolved in acetonitrile (20 ml), and stirred at room temperature for 1 hour. To the resulting solution, a solution of 2,3-epoxychromone (162 mg) in dimethylformamide (5 ml) was added dropwise, and the whole was stirred for 5 minutes. After ice water was added, the reaction mixture was extracted with dichloromethane. The organic layer was dried over anhydrous sodium sulfate, and concentrated under reduced pressure. The residue was fractionatedby sili... Starting materials: C=CC1CC1(NC(=O)C1CC(O)CC1C(=O)OC(C)(C)C)C(=O)OCC, C1CCOC1, COc1ccc2c(O)nc(-c3cccc(F)c3)nc2c1C, N#N, CC(C)OC(=O)N=NC(=O)OC(C)C, CN(C)C=O, c1ccc(P(c2ccccc2)c2ccccc2)cc1. Product: C=CC1CC1(NC(=O)C1CC(Oc2nc(-c3cccc(F)c3)nc3c(C)c(OC)ccc23)CC1C(=O)OC(C)(C)C)C(=O)OCC. Reaction SMILES: [C:20]([CH3:21])([CH3:22])([CH3:23])[O:24][C:25](=[O:26])[CH:27]1[CH:28]([C:33]([NH:34][C:35]2([C:40](=[O:41])[O:42][CH2:43][CH3:44])[CH:36]([CH:38]=[CH2:39])[CH2:37]2)=[O:45])[CH2:29][CH:30]([OH:32])[CH2:31]1.[CH2:88]1[O:89][CH2:90][CH2:91][CH2:92]1.[F:46][c:47]1[cH:48][c:49](-[c:53]2[n:54][c:55]3[c:56]([CH3:66])[c:57]([O:64][CH3:65])[cH:58][cH:59][c:60]3[c:61]([OH:63])[n:62]2)[cH:50][cH:51][cH:52]1.[N:67]#[N:68].[O:69]=[C:70]([O:71][CH:72]([CH3:73])[CH3:74])[N:75]=[N:76][C:77]([O:78][CH:79]([CH3:80])[CH3:81])=[O:82].[O:83]=[CH:84][N:85]([CH3:86])[CH3:87].[c:1]1([P:2]([c:3]2[cH:4][cH:5][cH:6][cH:7][cH:8]2)[c:9]2[cH:10][cH:11][cH:12][cH:13][cH:14]2)[cH:15][cH:16][cH:17][cH:18][cH:19]1>>[C:20]([CH3:21])([CH3:22])([CH3:23])[O:24][C:25](=[O:26])[CH:27]1[CH:28]([C:33]([NH:34][C:35]2([C:40](=[O:41])[O:42][CH2:43][CH3:44])[CH:36]([CH:38]=[CH2:39])[CH2:37]2)=[O:45])[CH2:29][CH:30]([O:32][c:61]2[c:60]3[c:55]([n:54][c:53](-[c:49]4[cH:48][c:47]([F:46])[cH:52][cH:51][cH:50]4)[n:62]2)[c:56]([CH3:66])[c:57]([O:64][CH3:65])[cH:58][cH:59]3)[CH2:31]1. The reactants are NC(=O)c1ncn2c1C1CCN1C(=O)c1c(Br)cccc1-2, O=C(OC(=O)C(F)(F)F)C(F)(F)F, C1COCCO1, O, c1ccncc1. Product: N#Cc1ncn2c1C1CCN1C(=O)c1c(Br)cccc1-2. As a reaction SMILES: [Br:1][c:2]1[cH:3][cH:4][cH:5][c:6]2[c:7]1[C:8](=[O:21])[N:9]1[CH:10]([c:11]3[n:12]-2[cH:13][n:14][c:15]3[C:16](=[O:17])[NH2:18])[CH2:19][CH2:20]1.[F:22][C:23]([F:24])([F:25])[C:26]([O:27][C:28](=[O:29])[C:30]([F:31])([F:32])[F:33])=[O:34].[O:36]1[CH2:37][CH2:38][O:39][CH2:40][CH2:41]1.[OH2:35].[cH:42]1[cH:43][cH:44][n:45][cH:46][cH:47]1>>[Br:1][c:2]1[cH:3][cH:4][cH:5][c:6]2[c:7]1[C:8](=[O:21])[N:9]1[CH:10]([c:11]3[n:12]-2[cH:13][n:14][c:15]3[C:16]#[N:18])[CH2:19][CH2:20]1. Reactants: C(C=C)C1=CC=C(C=C1)Br (1-Allyl-4-bromobenzene), CC(C)([O-])C.[Na+] (sodium tert-butoxide), NC1=CC=CC=C1 (aniline). The reagents and catalysts are C=1C=CC(=CC1)/C=C/C(=O)/C=C/C2=CC=CC=C2.C=1C=CC(=CC1)/C=C/C(=O)/C=C/C2=CC=CC=C2.C=1C=CC(=CC1)/C=C/C(=O)/C=C/C2=CC=CC=C2.[Pd].[Pd] (Tris(dibenzylideneacetone)dipalladium(0)), C(C)(C)(C)P(C(C)(C)C)C(C)(C)C (tri-tert-butylphosphine). Run in hexanes, hexanes, hexanes. Reaction conditions: time 2 hour. Yields the product C(C=C)C1=CC=C(C=C1)NC1=CC=CC=C1 (N-(4-Allylphenyl)phenylamine). Isolated yield 81.4%. Reaction SMILES: CC(C)([O-])C.[Na+].[CH2:7]([C:10]1[CH:15]=[CH:14][C:13](Br)=[CH:12][CH:11]=1)[CH:8]=[CH2:9].[NH2:17][C:18]1[CH:23]=[CH:22][CH:21]=[CH:20][CH:19]=1>C1C=CC(/C=C/C(/C=C/C2C=CC=CC=2)=O)=CC=1.C1C=CC(/C=C/C(/C=C/C2C=CC=CC=2)=O)=CC=1.C1C=CC(/C=C/C(/C=C/C2C=CC=CC=2)=O)=CC=1.[Pd].[Pd].C(P(C(C)(C)C)C(C)(C)C)(C)(C)C>[CH2:7]([C:10]1[CH:15]=[CH:14][C:13]([NH:17][C:18]2[CH:23]=[CH:22][CH:21]=[CH:20][CH:19]=2)=[CH:12][CH:11]=1)[CH:8]=[CH2:9] |f:0.1,4.5.6.7.8|. Reported procedure: Tris(dibenzylideneacetone)dipalladium(0) [Pd2(dba)3, 0.2623 g, 2.864×10−4 mol] and tri-tert-butylphosphine (0.11 g, 5.437×10−4 mol) were weighed out in a glove box, transferred to a Schlenk line, and stirred for about 5 min in hexanes before adding sodium tert-butoxide (2.000 g, 2.081×10−2 mol) as a slurry in hexanes, Compound 1 (2.810 g, 1.426×10−2 mol), and 80 mL hexanes. Next, distilled aniline (1.43 mL, 1.57×10−2 mol) was added over a period of about 3 min with stirring. A brown precipitate ... The reactants are CNC(=O)c1cc(Oc2ccc(NC(=O)Nc3cc(C(C)(C)C)nn3-c3cccc(CO)c3)c(F)c2)ccn1, CC(=O)Cl, ClCCl. Yields the product CNC(=O)c1cc(Oc2ccc(NC(=O)Nc3cc(C(C)(C)C)nn3-c3cccc(COC(C)=O)c3)c(F)c2)ccn1. As a reaction SMILES: [C:1]([CH3:2])([CH3:3])([CH3:4])[c:5]1[n:6][n:7](-[c:32]2[cH:33][c:34]([CH2:38][OH:39])[cH:35][cH:36][cH:37]2)[c:8]([NH:10][C:11](=[O:12])[NH:13][c:14]2[c:15]([F:31])[cH:16][c:17]([O:18][c:19]3[cH:20][c:21]([C:25](=[O:26])[NH:27][CH3:28])[n:22][cH:23][cH:24]3)[cH:29][cH:30]2)[cH:9]1.[CH3:40][C:41]([Cl:42])=[O:43].[Cl:44][CH2:45][Cl:46]>>[C:1]([CH3:2])([CH3:3])([CH3:4])[c:5]1[n:6][n:7](-[c:32]2[cH:33][c:34]([CH2:38][O:39][C:41]([CH3:40])=[O:43])[cH:35][cH:36][cH:37]2)[c:8]([NH:10][C:11](=[O:12])[NH:13][c:14]2[c:15]([F:31])[cH:16][c:17]([O:18][c:19]3[cH:20][c:21]([C:25](=[O:26])[NH:27][CH3:28])[n:22][cH:23][cH:24]3)[cH:29][cH:30]2)[cH:9]1.